From a dataset of the Open Reaction Database (ORD), a public repository of structured organic reaction records. describe an organic reaction: reactants, conditions, products, and yield Reactants: OC1=C(C=C(C=C1)C1CN(C1)C(=O)C1=NC=CC(=C1)OCCOC1OCCCC1)OC ([3-(4-hydroxy-3-methoxyphenyl)azetidin-1-yl]-{4-[2-(tetrahydropyran-2-yloxy)ethoxy]pyridin-2-yl}-methanone), OC1=C(C=C(C=C1)C1CN(C1)C(=O)C1=NC=CC(=C1)OCCOC1OCCCC1)OC ([3-(4-Hydroxy-3-methoxyphenyl)azetidin-1-yl]-{4-[2-(tetrahydropyran-2-yloxy)ethoxy]pyridin-2-yl}-methanone), Cl (hydrochloric acid), [OH-].[Na+] (NaOH), C(=O)(O)[O-].[Na+] (NaHCO3). Solvent: O1CCCC1 (tetrahydrofuran). Conditions: time 13 hour. Yields the product OCCOC1=CC(=NC=C1)C(=O)N1CC(C1)C1=CC(=C(C=C1)O)OC ([4-(2-Hydroxyethoxy)pyridin-2-yl]-[3-(4-hydroxy-3-methoxyphenyl)azetidin-1-yl]-methanone). Isolated yield 75.0%. As a reaction SMILES: [OH:1][C:2]1[CH:7]=[CH:6][C:5]([CH:8]2[CH2:11][N:10]([C:12]([C:14]3[CH:19]=[C:18]([O:20][CH2:21][CH2:22][O:23]C4CCCCO4)[CH:17]=[CH:16][N:15]=3)=[O:13])[CH2:9]2)=[CH:4][C:3]=1[O:30][CH3:31].Cl.[OH-].[Na+].C([O-])(O)=O.[Na+]>O1CCCC1>[OH:23][CH2:22][CH2:21][O:20][C:18]1[CH:17]=[CH:16][N:15]=[C:14]([C:12]([N:10]2[CH2:9][CH:8]([C:5]3[CH:6]=[CH:7][C:2]([OH:1])=[C:3]([O:30][CH3:31])[CH:4]=3)[CH2:11]2)=[O:13])[CH:19]=1 |f:2.3,4.5|. Procedure: To a solution of the crude [3-(4-hydroxy-3-methoxyphenyl)azetidin-1-yl]-{4-[2-(tetrahydropyran-2-yloxy)ethoxy]pyridin-2-yl}-methanone prepared in (1) in THF (5.0 mL) was added 1 N hydrochloric acid (5.0 mL). The reaction mixture was stirred at RT for 13 hr. To the reaction mixture were added aqueous 1 N NaOH and saturated aqueous NaHCO3 and then the mixture was extracted with ethyl acetate. The organic layer was dried over MgSO4. The solvent was removed under reduced pressure. The residue was pu...